Task: describe an organic reaction: reactants, conditions, products, and yield. Dataset: the Open Reaction Database (ORD), a public repository of structured organic reaction records Reactants: OC=1C(=NC(=CC1)C)I (3-hydroxy-2-iodo-6-methylpyridine), IC (iodomethane). The product is IC1=NC(=CC=C1OC)C (2-iodo-3-methoxy-6-methylpyridine). Reaction SMILES: [OH:1][C:2]1[C:3]([I:9])=[N:4][C:5]([CH3:8])=[CH:6][CH:7]=1.I[CH3:11]>>[I:9][C:3]1[C:2]([O:1][CH3:11])=[CH:7][CH:6]=[C:5]([CH3:8])[N:4]=1. Procedure details: Under the conditions of example 1 D, 10 g of 3-hydroxy-2-iodo-6-methylpyridine is reacted with 2.7 ml of iodomethane and worked up. 10.5 g of 2-iodo-3-methoxy-6-methylpyridine of melting point 45°-50° C. is obtained. The reactants are OC=1C=C2C=CC(=CC2=CC1)C(=O)O (6-hydroxy-2-naphtoic acid), COC=1C=C(CN)C=CC1 (3-methoxy-benzylamine). Product: COC=1C=C(CNC(=O)C2=CC3=CC=C(C=C3C=C2)O)C=CC1 (6-Hydroxy-naphthalene-2-carboxylic acid 3-methoxy-benzylamide). RXN SMILES: [OH:1][C:2]1[CH:3]=[C:4]2[C:9](=[CH:10][CH:11]=1)[CH:8]=[C:7]([C:12]([OH:14])=O)[CH:6]=[CH:5]2.[CH3:15][O:16][C:17]1[CH:18]=[C:19]([CH:22]=[CH:23][CH:24]=1)[CH2:20][NH2:21]>>[CH3:15][O:16][C:17]1[CH:18]=[C:19]([CH:22]=[CH:23][CH:24]=1)[CH2:20][NH:21][C:12]([C:7]1[CH:6]=[CH:5][C:4]2[C:9](=[CH:10][CH:11]=[C:2]([OH:1])[CH:3]=2)[CH:8]=1)=[O:14]. Procedure details: The title compound was synthesised from 6-hydroxy-2-naphtoic acid (commercially available) and 3-methoxy-benzylamine (commercially available) according to the procedure described for Example A. MS (m/e): 306.2 (MH−, 100%)